From a dataset of the Open Reaction Database (ORD), a public repository of structured organic reaction records. describe an organic reaction: reactants, conditions, products, and yield Starting materials: C(C)(=O)O[BH-](OC(C)=O)OC(C)=O.[Na+] (sodium triacetoxyborohydride), C(C)(=O)O[BH-](OC(C)=O)OC(C)=O.[Na+] (sodium triacetoxyborohydride), CN1CCNCC1 (N-methyl piperazine), FC=1C=C(C=O)C=CC1[N+](=O)[O-] (3-fluoro-4-nitrobenzaldehyde), C(C)(=O)O (acetic acid). Run in C1(=CC=CC=C1)C (toluene), C1(=CC=CC=C1)C (toluene). Run at time 70 minute. The product is FC=1C=C(C=CC1[N+](=O)[O-])CN1CCN(CC1)C (1-[(3-fluoro-4-nitrophenyl)methyl]-4-methylpiperazine). Isolated yield 82.3%. RXN SMILES: [CH3:1][N:2]1[CH2:7][CH2:6][NH:5][CH2:4][CH2:3]1.[F:8][C:9]1[CH:10]=[C:11]([CH:14]=[CH:15][C:16]=1[N+:17]([O-:19])=[O:18])[CH:12]=O.C(O)(=O)C.C(O[BH-](OC(=O)C)OC(=O)C)(=O)C.[Na+]>C1(C)C=CC=CC=1>[F:8][C:9]1[CH:10]=[C:11]([CH2:12][N:5]2[CH2:6][CH2:7][N:2]([CH3:1])[CH2:3][CH2:4]2)[CH:14]=[CH:15][C:16]=1[N+:17]([O-:19])=[O:18] |f:3.4|. Procedure: N-methyl piperazine (1.97 mL, 17.8 mmol) was added dropwise to a solution of 3-fluoro-4-nitrobenzaldehyde (1.50 g, 8.88 mmol) and acetic acid (0.20 mL, 3.54 mmol) in toluene (8.4 mL) at room temperature. The reaction mixture was stirred for 1.5 h at room temperature before the addition of further toluene (3.15 mL) and sodium triacetoxyborohydride (2.97 g, 14.0 mmol). The reaction mixture was stirred for 70 min and then further sodium triacetoxyborohydride (0.40 g, 1.9 mmol) was added. The reacti... Reactants: CC(C)(C)c1ccc(C=NO)cc1, O=C([O-])[O-], COC(=O)c1ccc(OCCCBr)cc1NC(=O)c1cc(C(F)(F)F)cc(C(F)(F)F)c1, CC(C)=O, [Cs+], [Cs+]. The product is COC(=O)c1ccc(OCCCON=Cc2ccc(C(C)(C)C)cc2)cc1NC(=O)c1cc(C(F)(F)F)cc(C(F)(F)F)c1. RXN SMILES: [C:33]([CH3:34])([CH3:35])([CH3:36])[c:37]1[cH:38][cH:39][c:40]([CH:41]=[N:42][OH:43])[cH:44][cH:45]1.[C:46](=[O:47])([O-:48])[O-:49].[CH3:1][O:2][C:3]([c:4]1[c:5]([NH:15][C:16]([c:17]2[cH:18][c:19]([C:27]([F:28])([F:29])[F:30])[cH:20][c:21]([C:23]([F:24])([F:25])[F:26])[cH:22]2)=[O:31])[cH:6][c:7]([O:10][CH2:11][CH2:12][CH2:13][Br:14])[cH:8][cH:9]1)=[O:32].[CH3:52][C:53](=[O:54])[CH3:55].[Cs+:50].[Cs+:51]>>[CH3:1][O:2][C:3]([c:4]1[c:5]([NH:15][C:16]([c:17]2[cH:18][c:19]([C:27]([F:28])([F:29])[F:30])[cH:20][c:21]([C:23]([F:24])([F:25])[F:26])[cH:22]2)=[O:31])[cH:6][c:7]([O:10][CH2:11][CH2:12][CH2:13][O:43][N:42]=[CH:41][c:40]2[cH:39][cH:38][c:37]([C:33]([CH3:34])([CH3:35])[CH3:36])[cH:45][cH:44]2)[cH:8][cH:9]1)=[O:32]. The reactants are OC(CNC(CCl)=O)CO (N-(2,3-dihydroxypropyl)chloroacetamide), C(C=C)OC(OCC=C)OCC=C (triallylorthoformate), [Cl-].[NH4+] (ammonium chloride). Solvent: ClC(C)Cl (dichloroethane). The product is C(C=C)OC1OCC(O1)CNC(CCl)=O (2-allyloxy-4-(chloroacetylamino)methyl-1,3-dioxolane). Yield: 33.9%. RXN SMILES: [OH:1][CH:2]([CH2:9][OH:10])[CH2:3][NH:4][C:5](=[O:8])[CH2:6][Cl:7].[CH2:11]([O:14][CH:15](OCC=C)OCC=C)[CH:12]=[CH2:13].[Cl-].[NH4+]>ClC(Cl)C>[CH2:11]([O:14][CH:15]1[O:1][CH:2]([CH2:3][NH:4][C:5](=[O:8])[CH2:6][Cl:7])[CH2:9][O:10]1)[CH:12]=[CH2:13] |f:2.3|. Procedure: Six and seven-tenths g (0.04 mole) of N-(2,3-dihydroxypropyl)chloroacetamide, 7.3 g (0.04 mole) of triallylorthoformate, 0.2 g of ammonium chloride, and 50 ml of dichloroethane were combined in a reaction flask and distilled to a head temperature of 82° C. The distillate was cooled to room temperature, stirred with potassium carbonate and filtered over Florisil. The filtrate was evaporated to yield 3.2 g of 2-allyloxy-4-(chloroacetylamino)methyl-1,3-dioxolane, a yellow oil. Structure was confirm... Starting materials: C(#C)C1=CC=C(C=C1)F (1-ethynyl-4-fluorobenzene), BrC=1C=C(C(=O)C2=CC=C(C=C2)F)C=CC1 (3-bromo-4′-fluorobenzophenone), tetrakis(triphenylphosphine)palladium[0], C1(=CC=CC=C1)C (toluene), BrC=1C=C(C(=O)C2=CC=C(C=C2)F)C=CC1 (3-bromo-4′-fluorobenzophenone). Solvent: C(C)N(CC)CC (triethylamine), C(C)N(CC)CC (triethylamine). Conditions: temperature 80 celsius, time 3 hour. Product: FC1=CC=C(C=C1)C#CC1=CC(=CC=C1)C(C1=CC=C(C=C1)F)=O (4-fluoro-3′-(4-fluorobenzoyl)tolane). RXN SMILES: [C:1]([C:3]1[CH:8]=[CH:7][C:6]([F:9])=[CH:5][CH:4]=1)#[CH:2].Br[C:11]1[CH:12]=[C:13]([CH:23]=[CH:24][CH:25]=1)[C:14]([C:16]1[CH:21]=[CH:20][C:19]([F:22])=[CH:18][CH:17]=1)=[O:15].C1(C)C=CC=CC=1>C(N(CC)CC)C>[F:9][C:6]1[CH:7]=[CH:8][C:3]([C:1]#[C:2][C:24]2[CH:25]=[CH:11][CH:12]=[C:13]([C:14](=[O:15])[C:16]3[CH:17]=[CH:18][C:19]([F:22])=[CH:20][CH:21]=3)[CH:23]=2)=[CH:4][CH:5]=1. Procedure details: Thus a reaction mixture is formed by dissolving appropriate amounts of 1-ethynyl-4-fluorobenzene, 3-bromo-4′-fluorobenzophenone, and tetrakis(triphenylphosphine)palladium[0] in a de-aerated aprotic solvent, for example, triethylamine. Alternatively, toluene can be used as a first solvent and triethylamine added as a cosolvent in a stoichiometric equivalent to 3-bromo-4′-fluorobenzophenone. The reaction mixture is heated to 80° C. with stirring under an inert atmosphere, e.g. argon, for approxima...